From a dataset of the Open Reaction Database (ORD), a public repository of structured organic reaction records. describe an organic reaction: reactants, conditions, products, and yield The reactants are CC(C)(C)OC(=O)CCN, O=C([O-])[O-], C1COCCO1, CCOC(C)=O, Fc1ccc(F)c(C(Sc2ccc(Cl)cc2)c2cc(Cl)ncc2Cl)c1, Cl, [K+], [K+]. Product: CC(C)(C)OC(=O)CCNc1cc(C(Sc2ccc(Cl)cc2)c2cc(F)ccc2F)c(Cl)cn1. Reaction SMILES: [C:2]([CH3:3])([CH3:4])([CH3:5])[O:6][C:7]([CH2:8][CH2:9][NH2:10])=[O:11].[C:43](=[O:44])([O-:45])[O-:46].[CH2:12]1[O:13][CH2:14][CH2:15][O:16][CH2:17]1.[CH3:49][CH2:50][O:51][C:52](=[O:53])[CH3:54].[Cl:18][c:19]1[n:20][cH:21][c:22]([Cl:42])[c:23]([CH:25]([c:26]2[c:27]([F:33])[cH:28][cH:29][c:30]([F:32])[cH:31]2)[S:34][c:35]2[cH:36][cH:37][c:38]([Cl:41])[cH:39][cH:40]2)[cH:24]1.[ClH:1].[K+:47].[K+:48]>>[C:2]([CH3:3])([CH3:4])([CH3:5])[O:6][C:7]([CH2:8][CH2:9][NH:10][c:19]1[n:20][cH:21][c:22]([Cl:42])[c:23]([CH:25]([c:26]2[c:27]([F:33])[cH:28][cH:29][c:30]([F:32])[cH:31]2)[S:34][c:35]2[cH:36][cH:37][c:38]([Cl:41])[cH:39][cH:40]2)[cH:24]1)=[O:11]. The solvent is CO (methanol). Yields the product CN1C(N(C(C(=C1)NCC#C)=O)C)=O (1,3-Dimethyl-5-(prop-2-yn-1-ylamino)pyrimidine-2,4(1H,3H)-dione). Reactants: C(C#C)Br (propargyl bromide), NC=1C(N(C(N(C1)C)=O)C)=O (5-Amino-1,3-dimethylpyrimidine-2,4(1H,3H)-dione), intermediate, ClCCl (dichloromethane). Run at time 2 hour. Reported procedure: To a stirred solution of Step 1 intermediate (1.4 g, 9.023 mmol) in 1:1 mixture of dichloromethane and methanol (28 mL) was added propargyl bromide (1.4 mL) and the mixture was stirred at room temperature for 2 h. Reaction mixture was filtered through celite bed and washed with methanol. The filtrate was concentrated under reduced pressure to give 500 mg of the product. As a reaction SMILES: [NH2:1][C:2]1[C:3](=[O:11])[N:4]([CH3:10])[C:5](=[O:9])[N:6]([CH3:8])[CH:7]=1.ClCCl.[CH2:15](Br)[C:16]#[CH:17]>CO>[CH3:8][N:6]1[CH:7]=[C:2]([NH:1][CH2:17][C:16]#[CH:15])[C:3](=[O:11])[N:4]([CH3:10])[C:5]1=[O:9]. The yield is 55.8%. As a reaction SMILES: C[O:2][C:3](=[O:35])[CH2:4][O:5][C:6]1[CH:11]=[CH:10][C:9]([C:12]2[CH:13]=[C:14]3[C:18](=[CH:19][CH:20]=2)[N:17]([CH3:21])[C:16]([C:22]2[CH:27]=[CH:26][CH:25]=[CH:24][CH:23]=2)=[C:15]3[CH2:28][C:29]2[CH:34]=[CH:33][CH:32]=[CH:31][CH:30]=2)=[CH:8][CH:7]=1.[OH-].[K+]>C1COCC1.CO>[CH2:28]([C:15]1[C:14]2[C:18](=[CH:19][CH:20]=[C:12]([C:9]3[CH:10]=[CH:11][C:6]([O:5][CH2:4][C:3]([OH:35])=[O:2])=[CH:7][CH:8]=3)[CH:13]=2)[N:17]([CH3:21])[C:16]=1[C:22]1[CH:27]=[CH:26][CH:25]=[CH:24][CH:23]=1)[C:29]1[CH:30]=[CH:31][CH:32]=[CH:33][CH:34]=1 |f:1.2,3.4|. The reactants are COC(COC1=CC=C(C=C1)C=1C=C2C(=C(N(C2=CC1)C)C1=CC=CC=C1)CC1=CC=CC=C1)=O ([4-(3-benzyl-1-methyl-2-phenyl-1H-indol-5-yl)-phenoxy]-acetic acid methyl ester), [OH-].[K+] (KOH). Yields the product C(C1=CC=CC=C1)C1=C(N(C2=CC=C(C=C12)C1=CC=C(OCC(=O)O)C=C1)C)C1=CC=CC=C1 ([4-(3-Benzyl-1-methyl-2-phenyl-1H-indol-5-yl)-phenoxy]-acetic acid), product. Run in C1CCOC1.CO (THF MeOH). Reported procedure: The desired product was prepared using a procedure similar to step 2 of example 4. Thus, [4-(3-benzyl-1-methyl-2-phenyl-1H-indol-5-yl)-phenoxy]-acetic acid methyl ester (0.139 g, 0.301 mmol) was reacted with 1N KOH (0.6 ml) in THF/MeOH (3 ml/2 ml) to give the product (0.075 g, 0.168 mmol, 56%) as a white solid, mp 179-181° C. 1H NMR (DMSO-d6) δ 3.63 (s, 3H), 4.05 (s, 2H), 4.69 (s, 2H), 6.97 (d, J=8.9 Hz, 2H), 7.08-7.12 (m, 3H), 7.19 (t, J=7.6 Hz, 2H), 7.43 (dd, J=1.5, 8.4 Hz, 1H), 7.46-7.58 (m, ... The reactants are CC(C)(C)OC(=O)N1CCC2(CCNCC2)CC1, CCOC(C)=O, CS(C)=O, COC(=O)c1ccc(Cl)nc1. The product is COC(=O)c1ccc(N2CCC3(CCN(C(=O)OC(C)(C)C)CC3)CC2)nc1. As a reaction SMILES: [CH2:12]1[CH2:13][N:14]([C:23](=[O:24])[O:25][C:26]([CH3:27])([CH3:28])[CH3:29])[CH2:15][CH2:16][C:17]12[CH2:18][CH2:19][NH:20][CH2:21][CH2:22]2.[CH3:30][CH2:31][O:32][C:33]([CH3:34])=[O:35].[CH3:36][S:37]([CH3:38])=[O:39].[Cl:1][c:2]1[n:3][cH:4][c:5]([C:6](=[O:7])[O:8][CH3:9])[cH:10][cH:11]1>>[c:2]1([N:20]2[CH2:19][CH2:18][C:17]3([CH2:12][CH2:13][N:14]([C:23](=[O:24])[O:25][C:26]([CH3:27])([CH3:28])[CH3:29])[CH2:15][CH2:16]3)[CH2:22][CH2:21]2)[n:3][cH:4][c:5]([C:6](=[O:7])[O:8][CH3:9])[cH:10][cH:11]1. Reactants: CCO, Cl, Cn1nc(N)c2c(-c3ccc4c(c3)CCN4C(=O)OC(C)(C)C)cccc21. Product: Cn1nc(N)c2c(-c3ccc4c(c3)CCN4)cccc21. RXN SMILES: [CH3:29][CH2:30][OH:31].[ClH:28].[NH2:1][c:2]1[n:3][n:4]([CH3:27])[c:5]2[cH:6][cH:7][cH:8][c:9](-[c:11]3[cH:12][c:13]4[c:17]([cH:18][cH:19]3)[N:16]([C:20]([O:21][C:22]([CH3:23])([CH3:24])[CH3:25])=[O:26])[CH2:15][CH2:14]4)[c:10]12>>[NH2:1][c:2]1[n:3][n:4]([CH3:27])[c:5]2[cH:6][cH:7][cH:8][c:9](-[c:11]3[cH:12][c:13]4[c:17]([cH:18][cH:19]3)[NH:16][CH2:15][CH2:14]4)[c:10]12. The reactants are CO, ClCCCl, [K], O, O=S(=O)(O)O, COC(=O)C1CC(Sc2ccccc2)C1C(=O)OC. Yields the product COC(=O)C1CC(S(=O)(=O)c2ccccc2)C1C(=O)OC. RXN SMILES: [CH3:27][OH:28].[Cl:29][CH2:30][CH2:31][Cl:32].[K:20].[OH2:26].[S:21]([OH:22])(=[O:23])(=[O:24])[OH:25].[c:1]1([S:7][CH:8]2[CH:9]([C:16](=[O:17])[O:18][CH3:19])[CH:10]([C:12](=[O:13])[O:14][CH3:15])[CH2:11]2)[cH:2][cH:3][cH:4][cH:5][cH:6]1>>[c:1]1([S:7]([CH:8]2[CH:9]([C:16](=[O:17])[O:18][CH3:19])[CH:10]([C:12](=[O:13])[O:14][CH3:15])[CH2:11]2)(=[O:22])=[O:26])[cH:2][cH:3][cH:4][cH:5][cH:6]1. Conditions: time 2 day. Reactants: ClCC(=O)N1[C@@H](CC[C@@H]1C#C)C#N ((2S,5R)-1-(chloroacetyl)-5-ethynylpyrrolidine-2-carbonitrile), CC(CC(C)(C)C)(C)N (1,1,3,3-tetramethylbutylamine). As a reaction SMILES: Cl[CH2:2][C:3]([N:5]1[C@@H:9]([C:10]#[CH:11])[CH2:8][CH2:7][C@H:6]1[C:12]#[N:13])=[O:4].[CH3:14][C:15]([NH2:22])([CH3:21])[CH2:16][C:17]([CH3:20])([CH3:19])[CH3:18]>C(#N)C>[C:10]([C@@H:9]1[N:5]([C:3](=[O:4])[CH2:2][NH:22][C:15]([CH3:21])([CH3:14])[CH2:16][C:17]([CH3:20])([CH3:19])[CH3:18])[C@H:6]([C:12]#[N:13])[CH2:7][CH2:8]1)#[CH:11]. The product is C(#C)[C@H]1CC[C@H](N1C(CNC(CC(C)(C)C)(C)C)=O)C#N ((2S,5R)-5-ethynyl-1-(N-(1,1,3,3-tetramethylbutyl)glycyl)pyrrolidine-2-carbonitrile). Procedure: To a stirred solution of (2S,5R)-1-(chloroacetyl)-5-ethynylpyrrolidine-2-carbonitrile (0.04 g, 0.20 mmol, Example 8D) in acetonitrile (3 mL) at room temperature under nitrogen was added 1,1,3,3-tetramethylbutylamine (0.066 g, 0.406 mmol). The reaction mixture was stirred for two days and then concentrated under reduced pressure. The residue was flash chromatographed with 2% MeOH/CH2Cl2 to provide the titled compound. MS (DCI) m/z 290 (M+H)+; 1H NMR (300 MHz, DMSO-d6) δ 1.5-2.02 (10H, m), 2.07-2.... Solvent: C(C)#N (acetonitrile). Reactants: COC(=O)C=1C(N(C=CC1C(=O)OCC)CC1=C(C=C(C=C1)OC)OC)=O (1-(2,4-dimethoxy-benzyl)-2-oxo-1,2-dihydro-pyridine-3,4-dicarboxylic acid 4-ethyl ester 3-methyl ester), [Li+].[I-] (LiI). Run in N1=CC=CC=C1 (pyridine), N1=CC=CC=C1 (pyridine). Yields the product C(C)OC(=O)C1=C(C(N(C=C1)CC1=C(C=C(C=C1)OC)OC)=O)C(=O)O (1-(2,4-Dimethoxy-benzyl)-2-oxo-1,2-dihydro-pyridine-3,4-dicarboxylic acid 4-ethyl ester). Isolated yield 74.6%. Reaction SMILES: C[O:2][C:3]([C:5]1[C:6](=[O:27])[N:7]([CH2:16][C:17]2[CH:22]=[CH:21][C:20]([O:23][CH3:24])=[CH:19][C:18]=2[O:25][CH3:26])[CH:8]=[CH:9][C:10]=1[C:11]([O:13][CH2:14][CH3:15])=[O:12])=[O:4].[Li+].[I-]>N1C=CC=CC=1>[CH2:14]([O:13][C:11]([C:10]1[CH:9]=[CH:8][N:7]([CH2:16][C:17]2[CH:22]=[CH:21][C:20]([O:23][CH3:24])=[CH:19][C:18]=2[O:25][CH3:26])[C:6](=[O:27])[C:5]=1[C:3]([OH:4])=[O:2])=[O:12])[CH3:15] |f:1.2|. Reported procedure: A solution of 1-(2,4-dimethoxy-benzyl)-2-oxo-1,2-dihydro-pyridine-3,4-dicarboxylic acid 4-ethyl ester 3-methyl ester (18.4 g, 49.0 mmol) in 30 mL of pyridine was added to a refluxing mixture of LiI (26.2 g, 196 mmol) in 190 mL of pyridine. The resulting mixture was refluxed for 1 h. After the mixture was cooled to r.t., solvent was evaporated in vacuo. The residue was dissolved in water (200 mL) and acidified with 6M HCl to pH about 2. The resulting precipitate was collected by filtration. The c...